Dataset: the Open Reaction Database (ORD), a public repository of structured organic reaction records. Task: describe an organic reaction: reactants, conditions, products, and yield Reactants: O=C(Cl)C(=O)Cl, ClCCl, N#N, CN(C)C=O, O=C(O)Cc1cccc2ccccc12. Yields the product O=C(Cl)Cc1cccc2ccccc12. RXN SMILES: [C:15]([Cl:16])(=[O:17])[C:19]([Cl:18])=[O:20].[Cl:28][CH2:29][Cl:30].[N:21]#[N:22].[O:23]=[CH:24][N:25]([CH3:26])[CH3:27].[OH:1][C:2](=[O:3])[CH2:4][c:5]1[cH:6][cH:7][cH:8][c:9]2[cH:10][cH:11][cH:12][cH:13][c:14]12>>[O:1]=[C:2]([CH2:4][c:5]1[cH:6][cH:7][cH:8][c:9]2[cH:10][cH:11][cH:12][cH:13][c:14]12)[Cl:18]. Reactants: C1(=CC=CC=C1)NCC(=O)NC1=C(C=C(C=C1)S(N)(=O)=O)Cl (2-Phenylamino-N-(2-chloro-4-sulphamoylphenyl)-acetamide), C=O (paraformaldehyde). Solvent: C(C)O (ethanol), O (water). Yields the product C1(=CC=CC=C1)N1CN(C(C1)=O)C1=C(C=C(C=C1)S(N)(=O)=O)Cl (1-Phenyl-3-(2-chloro-4-sulphamoylphenyl)-imidazolidine-4-one). Reaction SMILES: [C:1]1([NH:7][CH2:8][C:9]([NH:11][C:12]2[CH:17]=[CH:16][C:15]([S:18](=[O:21])(=[O:20])[NH2:19])=[CH:14][C:13]=2[Cl:22])=[O:10])[CH:6]=[CH:5][CH:4]=[CH:3][CH:2]=1.[CH2:23]=O>C(O)C.O>[C:1]1([N:7]2[CH2:8][C:9](=[O:10])[N:11]([C:12]3[CH:17]=[CH:16][C:15]([S:18](=[O:21])(=[O:20])[NH2:19])=[CH:14][C:13]=3[Cl:22])[CH2:23]2)[CH:6]=[CH:5][CH:4]=[CH:3][CH:2]=1. Procedure details: 2-Phenylamino-N-(2-chloro-4-sulphamoylphenyl)-acetamide (34.0g) was dissolved in ethanol (300 ml) and paraformaldehyde (6.0g) in water (600 ml) added. The mixture was refluxed 4 hours, cooled and worked up as in Example 2(c) to yield 20 g m.p. 206° Starting materials: ice ice water, COC1=CC=C2C=CC(=CC2=C1)S(=O)(=O)O (7-methoxynaphthalene-2-sulfonic acid), [Na] (sodium), P(Cl)(Cl)(Cl)(Cl)Cl (phosphorous pentachloride). Run in P(=O)(Cl)(Cl)Cl (phosphorous oxychloride), O (water). Conditions: temperature 60 celsius. Yields the product COC1=CC=C2C=CC(=CC2=C1)S(=O)(=O)Cl (7-Methoxynaphthalene-2-sulfonyl chloride). Reaction SMILES: [CH3:1][O:2][C:3]1[CH:12]=[C:11]2[C:6]([CH:7]=[CH:8][C:9]([S:13]([OH:16])(=O)=[O:14])=[CH:10]2)=[CH:5][CH:4]=1.[Na].P(Cl)(Cl)(Cl)(Cl)[Cl:19]>P(Cl)(Cl)(Cl)=O.O>[CH3:1][O:2][C:3]1[CH:12]=[C:11]2[C:6]([CH:7]=[CH:8][C:9]([S:13]([Cl:19])(=[O:16])=[O:14])=[CH:10]2)=[CH:5][CH:4]=1 |^1:16|. Reported procedure: To a suspension of 7-hydroxynaphthalene-2-sulfonic acid, sodium salt (15 g, 60.9 mmol) in H2O/ethanol (150 mL, 2:1) is added solid NaOH (2.68 g, 67 mmol) at room temperature. The mixture is stirred until a homogenous solution forms and dimethyl sulfate (6.34 mL, 67 mmol) is then added. A precipitate slowly forms and the mixture is stirred over a period of 16 hours. The crude mixture is concentrated in vacuo and the residue is stirred in absolute EtOH (100 mL) as a slurry for 2 hours. The precipi... Starting materials: CNCCNC (N,N'-dimethylethylenediamine), C([O-])([O-])=O.[K+].[K+] (potassium carbonate), ClC1=NC=CC=C1[N+](=O)[O-] (2-chloro-3-nitropyridine). The solvent is C(C)#N (acetonitrile), C(C)#N (acetonitrile). Yields the product CN(CCNC)C1=NC=CC=C1[N+](=O)[O-] (N,N'-Dimethyl-N-(3-nitro-2-pyridinyl)ethylenediamine). Reaction SMILES: [CH3:1][NH:2][CH2:3][CH2:4][NH:5][CH3:6].C(=O)([O-])[O-].[K+].[K+].Cl[C:14]1[C:19]([N+:20]([O-:22])=[O:21])=[CH:18][CH:17]=[CH:16][N:15]=1>C(#N)C>[CH3:1][N:2]([C:14]1[C:19]([N+:20]([O-:22])=[O:21])=[CH:18][CH:17]=[CH:16][N:15]=1)[CH2:3][CH2:4][NH:5][CH3:6] |f:1.2.3|. Reported procedure: To a solution of N,N'-dimethylethylenediamine (3.2 ml) and potassium carbonate (830 mg) in acetonitrile (15 ml) stirred at 20°-25° under a nitrogen atmosphere is added a solution of 2-chloro-3-nitropyridine (500 mg) in acetonitrile (10 ml) over one hour. The mixture is concentrated under reduced pressure and partitioned between methylene chloride (75 ml) and water (25 ml). The phases are separated and the aqueous phase is extracted with methylene chloride (25 ml) and the total organics are dried... Starting materials: ClS(=O)(=O)C=1C=C(C(=O)O)C=CC1 (3-(chlorosulfonyl)benzoic acid), Cl (hydrochloric acid). The reagents and catalysts are [Zn] (zinc). Solvent: C1=CC=CC=C1 (benzene). Conditions: time 1 hour. Product: SC=1C=C(C(=O)O)C=CC1 (3-Mercapto-benzoic acid). RXN SMILES: Cl[S:2]([C:5]1[CH:6]=[C:7]([CH:11]=[CH:12][CH:13]=1)[C:8]([OH:10])=[O:9])(=O)=O.Cl>C1C=CC=CC=1.[Zn]>[SH:2][C:5]1[CH:6]=[C:7]([CH:11]=[CH:12][CH:13]=1)[C:8]([OH:10])=[O:9]. Procedure details: To a suspension of 3-(chlorosulfonyl)benzoic acid (22.0 g, 0.10 mol) and zinc powder (87.5 g, 1.3 mol) in benzene (150 mL) was added at 0° C., in a dropwise manner, concentrated hydrochloric acid (150 mL, 10 M). The mixture was heated at reflux, stirred for 1 hour, cooled to room temperature, and filtered through a pad of celite, which was subsequently washed with benzene (3×50 mL). The organic layer was separated and washed with water (100 mL), and brine (100 mL), dried over anhydrous MgSO4, fi... The reactants are ClCCl, CC(C)(C)OC(=O)Nc1ccc(F)cc1Nc1ncc2[nH]c(=O)n(C3CCOc4c(F)cccc43)c2n1, O=C(O)C(F)(F)F. Yields the product Nc1ccc(F)cc1Nc1ncc2[nH]c(=O)n(C3CCOc4c(F)cccc43)c2n1. As a reaction SMILES: [Cl:8][CH2:9][Cl:10].[F:11][c:12]1[cH:13][c:14]([NH:26][c:27]2[n:28][cH:29][c:30]3[nH:31][c:32](=[O:47])[n:33]([CH:36]4[CH2:37][CH2:38][O:39][c:40]5[c:41]([F:46])[cH:42][cH:43][cH:44][c:45]54)[c:34]3[n:35]2)[c:15]([NH:18][C:19](=[O:20])[O:21][C:22]([CH3:23])([CH3:24])[CH3:25])[cH:16][cH:17]1.[F:1][C:2]([F:3])([F:4])[C:5]([OH:6])=[O:7]>>[F:11][c:12]1[cH:13][c:14]([NH:26][c:27]2[n:28][cH:29][c:30]3[nH:31][c:32](=[O:47])[n:33]([CH:36]4[CH2:37][CH2:38][O:39][c:40]5[c:41]([F:46])[cH:42][cH:43][cH:44][c:45]54)[c:34]3[n:35]2)[c:15]([NH2:18])[cH:16][cH:17]1. Reactants: FC1=CC=CC=2C3=C(N(C12)CC(C)(O)C1=CC=NC=C1)CCN(C3)C (1-(6-Fluoro-2-methyl-3,4-dihydro-1H-pyrido[4,3-b]indol-5(2H)-yl)-2-(pyridin-4-yl)propan-2-ol), [OH-].[K+] (KOH). Run in S(=O)(Cl)Cl (thionylchloride), O (water). Run at time 2 hour. The product is FC1=CC=CC=2C3=C(N(C12)\C=C(/C)\C1=CC=NC=C1)CCN(C3)C ((E)-6-fluoro-2-methyl-5-(2-(pyridin-4-yl)prop-1-enyl)-2,3,4,5-tetrahydro-1H-pyrido[4,3-b]indole). As a reaction SMILES: [F:1][C:2]1[C:10]2[N:9]([CH2:11][C:12]([C:15]3[CH:20]=[CH:19][N:18]=[CH:17][CH:16]=3)(O)[CH3:13])[C:8]3[CH2:21][CH2:22][N:23]([CH3:25])[CH2:24][C:7]=3[C:6]=2[CH:5]=[CH:4][CH:3]=1.[OH-].[K+]>S(Cl)(Cl)=O.O>[F:1][C:2]1[C:10]2[N:9](/[CH:11]=[C:12](/[C:15]3[CH:20]=[CH:19][N:18]=[CH:17][CH:16]=3)\[CH3:13])[C:8]3[CH2:21][CH2:22][N:23]([CH3:25])[CH2:24][C:7]=3[C:6]=2[CH:5]=[CH:4][CH:3]=1 |f:1.2|. Procedure details: 1-(6-Fluoro-2-methyl-3,4-dihydro-1H-pyrido[4,3-b]indol-5(2H)-yl)-2-(pyridin-4-yl)propan-2-ol (510 mg, 1.5 mmol) was dissolved in thionylchloride (5 mL) and stirred at RT for 2 h. The reaction mixture was concentrated under reduced pressure. The residue was dissolved in N-methyl-2-pyrrolidone (3 mL) and stirred for 5 min. at RT. Powdered KOH (616 mg, 10 mmol) was added, and the stirring was continued for additional 10 min. The reaction mixture was heated at 100° C. for 2 h. The progress of reacti... The reactants are C(C#C)(=O)OCC (Ethyl propiolate), N\C(=C/C(=O)OCC)\C (ethyl 3-aminocrotonate). Conditions: temperature 90 celsius. Yields the product C(C)OC(\C=C\C(\C(=O)OCC)=C(/C)\N)=O ((E)-4-[1-Amino-eth-(Z)-ylidene]-pent-2-enedioic acid diethyl ester). As a reaction SMILES: [C:1]([O:5][CH2:6][CH3:7])(=[O:4])[C:2]#[CH:3].[NH2:8]/[C:9](/[CH3:16])=[CH:10]\[C:11]([O:13][CH2:14][CH3:15])=[O:12]>>[CH2:6]([O:5][C:1](=[O:4])/[CH:2]=[CH:3]/[C:10](=[C:9](/[NH2:8])\[CH3:16])/[C:11]([O:13][CH2:14][CH3:15])=[O:12])[CH3:7]. Procedure: Ethyl propiolate (39.2 g, 41 mL, 400 mmol) was added to ethyl 3-aminocrotonate (51.75 g, 400 mmol) and the mixture heated at 90° C. for 90 minutes to give a dark red oil. The mixture was allowed to cool, to give the product as a dark orange solid, 87.0 g (96%).